This data is from the Open Reaction Database (ORD), a public repository of structured organic reaction records. The task is: describe an organic reaction: reactants, conditions, products, and yield Starting materials: BrCCBr (1,2-dibromoethane), [H-].[Na+] (Sodium hydride), FC(C1=C(C=NC=C1)C(=O)N)(F)F (4-trifluoromethyl-3-pyridinecarboxamide), C(C1=CC=CC=C1)N=C=S (Benzyl isothiocyanate), [H-].[Na+] (Sodium hydride). Solvent: O (water), C(C)(=O)OCC (Ethyl acetate), CN(C=O)C (N,N-dimethylformamide). Conditions: time 1 hour. Product: C(C1=CC=CC=C1)N1C(SCC1)=NC(=O)C=1C=NC=CC1C(F)(F)F (3-benzyl-2-(4-trifluoromethyl-3-pyridylcarbonyl)iminothiazolidine). RXN SMILES: [H-].[Na+].[F:3][C:4]([F:15])([F:14])[C:5]1[CH:10]=[CH:9][N:8]=[CH:7][C:6]=1[C:11]([NH2:13])=[O:12].[CH2:16]([N:23]=[C:24]=[S:25])[C:17]1[CH:22]=[CH:21][CH:20]=[CH:19][CH:18]=1.Br[CH2:27][CH2:28]Br>CN(C)C=O.O.C(OCC)(=O)C>[CH2:16]([N:23]1[CH2:28][CH2:27][S:25][C:24]1=[N:13][C:11]([C:6]1[CH:7]=[N:8][CH:9]=[CH:10][C:5]=1[C:4]([F:3])([F:14])[F:15])=[O:12])[C:17]1[CH:22]=[CH:21][CH:20]=[CH:19][CH:18]=1 |f:0.1|. Procedure: Sodium hydride (0.09 g, 60% dispersion in mineral oil) was added portionwise to a solution of 4-trifluoromethyl-3-pyridinecarboxamide (0.40 g) in N,N-dimethylformamide at 20° C., and stirred for 1 hour. Benzyl isothiocyanate (0.31 ml) was added and stirred at 20° C. for 1 hour, then 1,2-dibromoethane (0.30 ml) added and stirred at 20° C. for 1 hour. Sodium hydride (0.09 g, 60% dispersion in mineral oil) was added in portions to the solution then stirred for 5 hours. Ethyl acetate and water were ...